This data is from the Open Reaction Database (ORD), a public repository of structured organic reaction records. The task is: describe an organic reaction: reactants, conditions, products, and yield Starting materials: C(C)OC(=C)C(CCCOCOC)(C)O (2-ethoxy-3-hydroxy-6-methoxymethoxy-3-methyl-1-hexene), Cl (HCl), C(=O)(O)[O-].[Na+] (NaHCO3). Solvent: CO (methanol). Run at time 2 hour. Yields the product CC(C(C)=O)(CCCOCOC)O (3-methyl-3-hydroxy-6-methoxymethoxy-2-hexanone). The yield is 58.7%. As a reaction SMILES: C([O:3][C:4]([C:6]([OH:15])([CH3:14])[CH2:7][CH2:8][CH2:9][O:10][CH2:11][O:12][CH3:13])=[CH2:5])C.Cl.C([O-])(O)=O.[Na+]>CO>[CH3:14][C:6]([OH:15])([CH2:7][CH2:8][CH2:9][O:10][CH2:11][O:12][CH3:13])[C:4](=[O:3])[CH3:5] |f:2.3|. Reported procedure: To a solution of 2-ethoxy-3-hydroxy-6-methoxymethoxy-3-methyl-1-hexene (8.99 g. 41.2 mmol) in 50 mL of methanol was added dropwise 1 M HCl (100 mL, 100 mmol) at room temperature. The exothermic reaction was cooled by water bath and monitored by TLC. After being stirred for two hours, the resulting mixture was neutralized with NaHCO3, concentrated via rotary evaporation and extracted with 3×120 mL of dichloromethane. The combined organic layer was dried over Na2SO4 and concentrated. The crude pro... The reactants are C[O-].[Na+] (sodium methoxide), BrCC=1C=C(C=CC1Cl)C1=NC=C(C=C1Cl)C(F)(F)F (2-(3-bromomethyl-4-chlorophenyl)-3-chloro-5-trifluoromethylpyridine). Solvent: CO (methanol), CO (methanol). The product is ClC=1C(=NC=C(C1)C(F)(F)F)C1=CC(=C(C=C1)Cl)COC (3-Chloro-2-(4-chloro-3-methoxymethylphenyl)-5-trifluoromethylpyridine). Reaction SMILES: [CH3:1][O-:2].[Na+].Br[CH2:5][C:6]1[CH:7]=[C:8]([C:13]2[C:18]([Cl:19])=[CH:17][C:16]([C:20]([F:23])([F:22])[F:21])=[CH:15][N:14]=2)[CH:9]=[CH:10][C:11]=1[Cl:12]>CO>[Cl:19][C:18]1[C:13]([C:8]2[CH:9]=[CH:10][C:11]([Cl:12])=[C:6]([CH2:5][O:2][CH3:1])[CH:7]=2)=[N:14][CH:15]=[C:16]([C:20]([F:23])([F:22])[F:21])[CH:17]=1 |f:0.1|. Reported procedure: 7.0 g of a 30% by weight solution of sodium methoxide in methanol were added to a solution of 5.0 g of 2-(3-bromomethyl-4-chlorophenyl)-3-chloro-5-trifluoromethylpyridine in 100 ml of anhydrous methanol. The mixture was refluxed for 8 hours and then concentrated. The residue was taken up in 100 ml of 10% strength hydrochloric acid, after which three extractions with 50 ml of ether each time were carried out. The ether phases were dried over sodium sulfate and concentrated. The oily residue was i... Reactants: COC(CC(C1=CC=CC=C1)NC(=O)OCC1=CC=CC=C1)=O (Methyl-β-[[(phenylmethoxy)carbonyl]amino]-benzenepropanoate), NC(CC(=O)O)C1=CC=CC=C1 (3-amino-3-phenylpropionic acid). Product: C1(=CC=CC=C1)COC(=O)N[C@@H](CC(=O)OC)C1=CC=CC=C1 (methyl (S)-β-[[(phenylmethoxy)carbonyl]amino]benzenepropanoate), C1(=CC=CC=C1)COC(=O)N[C@H](CC(=O)OC)C1=CC=CC=C1 (methyl (R)-β-[[(phenylmethoxy)carbonyl]amino]benzenepropanoate). Reaction SMILES: [CH3:1][O:2][C:3](=[O:23])[CH2:4][CH:5]([NH:12][C:13]([O:15][CH2:16][C:17]1[CH:22]=[CH:21][CH:20]=[CH:19][CH:18]=1)=[O:14])[C:6]1[CH:11]=[CH:10][CH:9]=[CH:8][CH:7]=1.NC(C1C=CC=CC=1)CC(O)=O>>[C:17]1([CH2:16][O:15][C:13]([NH:12][C@H:5]([C:6]2[CH:7]=[CH:8][CH:9]=[CH:10][CH:11]=2)[CH2:4][C:3]([O:2][CH3:1])=[O:23])=[O:14])[CH:18]=[CH:19][CH:20]=[CH:21][CH:22]=1.[C:17]1([CH2:16][O:15][C:13]([NH:12][C@@H:5]([C:6]2[CH:7]=[CH:8][CH:9]=[CH:10][CH:11]=2)[CH2:4][C:3]([O:2][CH3:1])=[O:23])=[O:14])[CH:18]=[CH:19][CH:20]=[CH:21][CH:22]=1. Procedure: Methyl-β-[[(phenylmethoxy)carbonyl]amino]-benzenepropanoate (4.87 g), prepared from 3-amino-3-phenylpropionic acid via standard methods, is separated by chiral HPLC [(R,R)-Whelk-O 1 column, elution with 40% isopropyl alcohol in hexane) to give 2.20 g of methyl (S)-β-[[(phenylmethoxy)carbonyl]amino]benzenepropanoate and 2.33 g methyl (R)-β-[[(phenylmethoxy)carbonyl]amino]benzenepropanoate. Each enantiomer is analyzed at >99% ee. Data for (S)-configuration enantiomer Reactants: [Al+3], O=C([O-])O, COc1ccc2c(c1)CCC1C2CCC2(C)C(=O)CC(C)(C(C)C)C12, [H-], [H-], [H-], [H-], [Li+], [Na+], C1CCOC1. The product is COc1ccc2c(c1)CCC1C2CCC2(C)C(O)CC(C)(C(C)C)C12. Reaction SMILES: [Al+3:2].[C:32](=[O:33])([O-:34])[OH:35].[CH:7]([CH3:8])([CH3:9])[C:10]1([CH3:31])[CH2:11][C:12](=[O:30])[C:13]2([CH3:14])[CH:15]1[CH:16]1[CH2:17][CH2:18][c:19]3[cH:20][c:21]([O:28][CH3:29])[cH:22][cH:23][c:24]3[CH:25]1[CH2:26][CH2:27]2.[H-:1].[H-:4].[H-:5].[H-:6].[Li+:3].[Na+:36].[O:37]1[CH2:38][CH2:39][CH2:40][CH2:41]1>>[CH:7]([CH3:8])([CH3:9])[C:10]1([CH3:31])[CH2:11][CH:12]([OH:30])[C:13]2([CH3:14])[CH:15]1[CH:16]1[CH2:17][CH2:18][c:19]3[cH:20][c:21]([O:28][CH3:29])[cH:22][cH:23][c:24]3[CH:25]1[CH2:26][CH2:27]2. Starting materials: C(CCC)[Li] (Butyl lithium), CC1=NC=CN=C1 (methylpyrazine), BrCC(=O)OC(C)(C)C (tert-butyl bromoacetate), [Li+].CC(C)[N-]C(C)C (LDA), C(C)(C)NC(C)C (diisopropylamine). Run in C1CCOC1 (THF), C1CCOC1 (THF), C1CCOC1 (THF). Reaction conditions: temperature -35 celsius. Yields the product C(C)OC(CCC1=NC=CN=C1)=O (3-Pyrazin-2-yl-propionic acid ethyl ester). The yield is 49.9%. As a reaction SMILES: C([Li])CCC.C(NC(C)C)(C)C.[Li+].CC([N-]C(C)C)C.[CH3:21][C:22]1[CH:27]=[N:26][CH:25]=[CH:24][N:23]=1.Br[CH2:29][C:30]([O:32][C:33](C)(C)[CH3:34])=[O:31]>C1COCC1>[CH2:33]([O:32][C:30](=[O:31])[CH2:29][CH2:21][C:22]1[CH:27]=[N:26][CH:25]=[CH:24][N:23]=1)[CH3:34] |f:2.3|. Procedure: Butyl lithium (2.5M in hexane—2560 mL) was added within 2 hours into a 10 L flask charged with THF (3350 mL) and diisopropylamine (658 g) while the temperature was maintained at 0–5° C. with an ice bath. The LDA solution was then precooled to −50° C. and a mixture of methylpyrazine (606 g) and THF (590 mL) was added within 2 hours under vigorous stirring at −40 to −30° C. The deep red anion solution is then pumped to a cooled (−60° C.) mixture of tert-butyl bromoacetate (1255 g) and THF (3360 mL... Reported procedure: In a similar manner to Example 4, (2S,4S)-1-[[N-benzyloxycarbonyl-N-[4-(benzotriazol-1-yl)oxycarbonylbicyclo[2.2.2]oct-1-yl]amino]acetyl]-4-fluoropyrrolidine-2-carbonitrile (50.0 mg) and propylamine (10.0 μL) were used to obtain (2S,4S)-1-[[N-benzyloxycarbonyl-N-[4-(N-propylamino)carbonylbicyclo[2.2.2]oct-1-yl]amino]acetyl]-4-fluoropyrrolidine-2-carbonitrile (28.7 mg). Reactants: C(C1=CC=CC=C1)OC(=O)N(C12CCC(CC1)(CC2)C(=O)ON2N=NC1=C2C=CC=C1)CC(=O)N1[C@@H](C[C@@H](C1)F)C#N ((2S,4S)-1-[[N-benzyloxycarbonyl-N-[4-(benzotriazol-1-yl)oxycarbonylbicyclo[2.2.2]oct-1-yl]amino]acetyl]-4-fluoropyrrolidine-2-carbonitrile), C(CC)N (propylamine). Yields the product C(C1=CC=CC=C1)OC(=O)N(C12CCC(CC1)(CC2)C(=O)NCCC)CC(=O)N2[C@@H](C[C@@H](C2)F)C#N ((2S,4S)-1-[[N-benzyloxycarbonyl-N-[4-(N-propylamino)carbonylbicyclo[2.2.2]oct-1-yl]amino]acetyl]-4-fluoropyrrolidine-2-carbonitrile). Reaction SMILES: [CH2:1]([O:8][C:9]([N:11]([CH2:32][C:33]([N:35]1[CH2:39][C@@H:38]([F:40])[CH2:37][C@H:36]1[C:41]#[N:42])=[O:34])[C:12]12[CH2:19][CH2:18][C:15]([C:20](ON3C4C=CC=CC=4N=N3)=[O:21])([CH2:16][CH2:17]1)[CH2:14][CH2:13]2)=[O:10])[C:2]1[CH:7]=[CH:6][CH:5]=[CH:4][CH:3]=1.[CH2:43]([NH2:46])[CH2:44][CH3:45]>>[CH2:1]([O:8][C:9]([N:11]([CH2:32][C:33]([N:35]1[CH2:39][C@@H:38]([F:40])[CH2:37][C@H:36]1[C:41]#[N:42])=[O:34])[C:12]12[CH2:13][CH2:14][C:15]([C:20]([NH:46][CH2:43][CH2:44][CH3:45])=[O:21])([CH2:18][CH2:19]1)[CH2:16][CH2:17]2)=[O:10])[C:2]1[CH:7]=[CH:6][CH:5]=[CH:4][CH:3]=1. Reactants: [N-](S(=O)(=O)C(F)(F)F)S(=O)(=O)C(F)(F)F.FC(C[I+]C1=CC=CC=C1)(F)F ((2,2,2-trifluoroethyl)(phenyl)iodonium bis(trifluoromethanesulfonyl)imide), [N-](S(=O)(=O)C(F)(F)F)S(=O)(=O)C(F)(F)F.FC(C[I+]C1=CC=CC=C1)(F)F ((2,2,2-trifluoroethyl)(phenyl)iodonium bis(trifluoromethanesulfonyl)imide), CN1C=NC=C1 (1-methylimidazole). Run in C(Cl)Cl (methylene chloride). Product: [N-](S(=O)(=O)C(F)(F)F)S(=O)(=O)C(F)(F)F.C[N+]1=CN(C=C1)CC(F)(F)F (1-methyl-3-(2′,2′,2′-trifluoroethyl)imidazolium bis(trifluoromethanesulfonyl)imide). Reaction SMILES: [N-:1]([S:9]([C:12]([F:15])([F:14])[F:13])(=[O:11])=[O:10])[S:2]([C:5]([F:8])([F:7])[F:6])(=[O:4])=[O:3].[F:16][C:17]([F:27])([F:26])[CH2:18][I+]C1C=CC=CC=1.[CH3:28][N:29]1[CH:33]=[CH:32][N:31]=[CH:30]1>C(Cl)Cl>[N-:1]([S:2]([C:5]([F:8])([F:6])[F:7])(=[O:4])=[O:3])[S:9]([C:12]([F:15])([F:14])[F:13])(=[O:11])=[O:10].[CH3:28][N+:29]1[CH:33]=[CH:32][N:31]([CH2:18][C:17]([F:16])([F:26])[F:27])[CH:30]=1 |f:0.1,4.5|. Reported procedure: (2,2,2-Trifluoroethyl)(phenyl)iodonium bis(trifluoromethanesulfonyl)imide (compound 7) (3.4 g, 6 mmol) and methylene chloride (12 ml) were placed in a reaction vessel to convert the inside of the reaction vessel to a nitrogen atmosphere. While stirring and cooling in an ice bath, 1-methylimidazole (0.49 g, 6 mmol) was added dropwise thereto over the course of 1 minute. After the dropwise addition thereof, the ice bath was removed, and the mixture was allowed to react at room temperature for 3 ho...